Task: describe an organic reaction: reactants, conditions, products, and yield. Dataset: the Open Reaction Database (ORD), a public repository of structured organic reaction records Starting materials: C(C1=CC=CC=C1)[C@@H](C(=O)O)C[C@H](C(=O)O)CC1=CC=CC=C1 ((S,S)-2,4-dibenzylglutaric acid). Run in C(C)(=O)Cl (acetyl chloride). The product is C(C1=CC=CC=C1)[C@H]1C(=O)OC([C@@H](C1)CC1=CC=CC=C1)=O ((S,S)-2,4-dibenzylglutaric anhydride). As a reaction SMILES: [CH2:1]([C@H:8]([CH2:12][C@@H:13]([CH2:17][C:18]1[CH:23]=[CH:22][CH:21]=[CH:20][CH:19]=1)[C:14](O)=[O:15])[C:9]([OH:11])=[O:10])[C:2]1[CH:7]=[CH:6][CH:5]=[CH:4][CH:3]=1>C(Cl)(=O)C>[CH2:1]([C@@H:8]1[CH2:12][C@@H:13]([CH2:17][C:18]2[CH:23]=[CH:22][CH:21]=[CH:20][CH:19]=2)[C:14](=[O:15])[O:10][C:9]1=[O:11])[C:2]1[CH:3]=[CH:4][CH:5]=[CH:6][CH:7]=1. Reported procedure: The (S,S)-2,4-dibenzylglutaric anhydride [mp 172°-174°; [alpha]D =-19.1° (c=1 in CHCl3)] is prepared similarly by refluxing (S,S)-2,4-dibenzylglutaric acid in acetyl chloride for 3 hours, concentrating the mixture and recrystallizing from toluene. Starting materials: ice water, C(#N)C=1C=CC(=NC1)C=1C=NC(=CC1)C(=O)OC (methyl 5-cyano-2,3′-bipyridine-6′-carboxylate), O (water), [Li+].[OH-] (LiOH). Solvent: O1CCCC1 (tetrahydrofuran), O1CCCC1 (tetrahydrofuran). Conditions: time 30 minute. Product: C(#N)C=1C=CC(=NC1)C=1C=NC(=CC1)C(=O)O (5-Cyano-2,3′-bipyridine-6′-carboxylic acid). Reaction SMILES: [C:1]([C:3]1[CH:4]=[CH:5][C:6]([C:9]2[CH:10]=[N:11][C:12]([C:15]([O:17]C)=[O:16])=[CH:13][CH:14]=2)=[N:7][CH:8]=1)#[N:2].O.[Li+].[OH-]>O1CCCC1>[C:1]([C:3]1[CH:4]=[CH:5][C:6]([C:9]2[CH:10]=[N:11][C:12]([C:15]([OH:17])=[O:16])=[CH:13][CH:14]=2)=[N:7][CH:8]=1)#[N:2] |f:2.3|. Reported procedure: To a 250 ml flask was added methyl 5-cyano-2,3′-bipyridine-6′-carboxylate (950 mg, 3.57 mmol), water (9.5 ml), tetrahydrofuran (38.4 ml) and LiOH (86 mg, 3.57 mmol). The mixture was stirred for 30 min, diluted with tetrahydrofuran (200 ml) and cooled to 0° C. (ice water batch). After an additional 30 min, the resulting suspension was filtered, washed with THF and dried under reduced pressure to afford the desired product as a light brown powder. LCMS (m/z): 226.1 (M+H). Starting materials: CC(C)O, ClC#CCCCl, Cl[SiH](Cl)Cl. Product: ClCC=C(CCl)[Si](Cl)(Cl)Cl. RXN SMILES: [CH:11]([OH:12])([CH3:13])[CH3:14].[Cl:1][C:2]#[C:3][CH2:4][CH2:5][Cl:6].[Cl:7][SiH:8]([Cl:9])[Cl:10]>>[Cl:1][CH2:2][C:3](=[CH:4][CH2:5][Cl:6])[Si:8]([Cl:7])([Cl:9])[Cl:10]. Starting materials: N[C@@H](CO)C(=O)N (H-Ser-NH2), N1([C@H](C(=O)O)CCC1)C(=O)OC(C)(C)C (Boc-Pro-OH), CN1CCOCC1 (N-methylmorpholine), ClC(=O)OCC (ethyl chloroformate). Run in CN(C=O)C (dimethylformamide), O1CCCC1 (tetrahydrofuran), CO (MeOH). Conditions: time 2 minute. Yields the product N1([C@H](C(=O)N[C@@H](CO)C(=O)N)CCC1)C(=O)OC(C)(C)C (Boc-Pro-Ser-NH2). Reaction SMILES: [N:1]1([C:9]([O:11][C:12]([CH3:15])([CH3:14])[CH3:13])=[O:10])[CH2:8][CH2:7][CH2:6][C@H:2]1[C:3]([OH:5])=O.CN1CCOCC1.ClC(OCC)=O.[NH2:29][C@H:30]([C:33]([NH2:35])=[O:34])[CH2:31][OH:32]>O1CCCC1.CN(C)C=O.CO>[N:1]1([C:9]([O:11][C:12]([CH3:15])([CH3:14])[CH3:13])=[O:10])[CH2:8][CH2:7][CH2:6][C@H:2]1[C:3]([NH:29][C@H:30]([C:33]([NH2:35])=[O:34])[CH2:31][OH:32])=[O:5]. Reported procedure: To a solution of 1.00 g (4.65 mmoles) Boc-Pro-OH in 10 ml anhydrous tetrahydrofuran, 0.52 ml (4.65 mmoles) N-methylmorpholine, and 0.45 ml (4.65 mmoles) ethyl chloroformate are successively added at a temperature of -12° C. After stirring at this temperature for 2 minutes, a cold solution of 0.48 g (4.65 mmoles) H-Ser-NH2 (R. W. Hanson and H. N. Rydon, J. Chem. Soc., 836, 1964) in 10 ml dimethylformamide is added. The reaction mixture is stirred at -10° C. for 3 hours and at 20° C. for 1 hour, t... The reactants are NC(=O)c1ccc(Cl)nc1Cl, [H-], [Na+], CN(C)C=O, OC1CCCC1. Yields the product NC(=O)c1ccc(Cl)nc1OC1CCCC1. RXN SMILES: [Cl:9][c:10]1[c:11]([C:12](=[O:13])[NH2:14])[cH:15][cH:16][c:17]([Cl:19])[n:18]1.[H-:7].[Na+:8].[O:20]=[CH:21][N:22]([CH3:23])[CH3:24].[OH:1][CH:2]1[CH2:3][CH2:4][CH2:5][CH2:6]1>>[O:1]([CH:2]1[CH2:3][CH2:4][CH2:5][CH2:6]1)[c:10]1[c:11]([C:12](=[O:13])[NH2:14])[cH:15][cH:16][c:17]([Cl:19])[n:18]1. Starting materials: hydrazide, C1(=CC=CC=C1)[C@H](C(=O)O)CCO ((R)-2-phenyl-4-hydroxybutanoic acid), N(=O)[O-].[Na+] (sodium nitrite). The solvent is OS(=O)(=O)O (H2SO4). Run at temperature 2.5 celsius. Yields the product C1(=CC=CC=C1)[C@@H](CCO)N ((R)-1-phenyl-3-hydroxypropylamine). As a reaction SMILES: [C:1]1([C@@H:7]([CH2:11][CH2:12][OH:13])C(O)=O)[CH:6]=[CH:5][CH:4]=[CH:3][CH:2]=1.[N:14]([O-])=O.[Na+]>OS(O)(=O)=O>[C:1]1([C@H:7]([NH2:14])[CH2:11][CH2:12][OH:13])[CH:6]=[CH:5][CH:4]=[CH:3][CH:2]=1 |f:1.2|. Procedure details: The hydrazide of (R)-2-phenyl-4-hydroxybutanoic acid (0.5 gram) is reacted with a solution of 0.5 grams of sodium nitrite in 10 ml of 5% H2SO4. The reaction mixture is maintained for 1 hour at 0-5° C, followed extraction of the reaction mixture with ethyl acetate, followed by basification of the resulting aqueous solution with NaOH, extraction with methyl t-butyl ether, drying of the extracts over MgSO4, filtration, and the removal of solvent by rotary evaporation. The product (R)-1-phenyl-3-hyd...